From a dataset of the Open Reaction Database (ORD), a public repository of structured organic reaction records. describe an organic reaction: reactants, conditions, products, and yield The reactants are BrC1=C(C=CC=C1)Br (1,2-dibromobenzene), S(O)(O)(=O)=O (sulfuric acid). The solvent is C(CCl)Cl (1,2-ethylene dichloride). Reaction conditions: time 2 hour. The product is BrC=1C=C(C=CC1Br)S(=O)(=O)O (3,4-dibromobenzenesulfonic acid). Yield: 94.0%. RXN SMILES: [Br:1][C:2]1[CH:7]=[CH:6][CH:5]=[CH:4][C:3]=1[Br:8].[S:9](=O)(=[O:12])([OH:11])[OH:10]>C(Cl)CCl>[Br:1][C:2]1[CH:7]=[C:6]([S:9]([OH:12])(=[O:11])=[O:10])[CH:5]=[CH:4][C:3]=1[Br:8]. Procedure: A 300-ml four-neck flask equipped with a stirring device, a condenser and a thermometer was prepared. Then, 120 g of 1,2-ethylene dichloride and 76 g (0.32 mols) of 1,2-dibromobenzene were placed in the flask, and 56 g (0.42 mols) of 60% fuming sulfuric acid was added thereto dropwise in a gentle stream of nitrogen gas and allowed to react therewith at 70° C. for 2 hours. After the resulting reaction product solution was cooled, a reaction product was filtered out and then dried. Thus, 95 g of c...